From a dataset of the Open Reaction Database (ORD), a public repository of structured organic reaction records. describe an organic reaction: reactants, conditions, products, and yield Reactants: O=C1CCC(=O)N1Br, CC(=O)O, ClC(Cl)Cl, Cc1ncc2n1-c1ccc(Cl)cc1C(c1ccccc1F)=NC2. Product: Cc1nc(Br)c2n1-c1ccc(Cl)cc1C(c1ccccc1F)=NC2. Reaction SMILES: [Br:1][N:2]1[C:3](=[O:4])[CH2:5][CH2:6][C:7]1=[O:8].[CH3:36][C:37](=[O:38])[OH:39].[CH:32]([Cl:33])([Cl:34])[Cl:35].[Cl:9][c:10]1[cH:11][cH:12][c:13]2[c:14]([cH:31]1)[C:15]([c:24]1[c:25]([F:30])[cH:26][cH:27][cH:28][cH:29]1)=[N:16][CH2:17][c:18]1[n:19]-2[c:20]([CH3:23])[n:21][cH:22]1>>[Br:1][c:22]1[c:18]2[n:19]([c:20]([CH3:23])[n:21]1)-[c:13]1[cH:12][cH:11][c:10]([Cl:9])[cH:31][c:14]1[C:15]([c:24]1[c:25]([F:30])[cH:26][cH:27][cH:28][cH:29]1)=[N:16][CH2:17]2. The reactants are C(C)(C)OC1=C(C=NC2=CC=C(N=C12)C=C1C(N=C(S1)NCC=1SC=CC1)=O)C#N (4-isopropoxy-6-{4-oxo-2-[(thiophen-2-ylmethyl)-amino]-4H-thiazol-5-ylidenemethyl}-[1,5]naphthyridine-3-carbonitrile), C(=O)(C)O[Na] (AcONa), C(=O)C=1N=C2C=C(C=NC2=CC1)C#N (6-formyl-[1,5]naphthyridine-3-carbonitrile). Solvent: CC(=O)O (AcOH). Conditions: temperature 100 celsius. The product is O=C1N=C(SC1=CC=1N=C2C=C(C=NC2=CC1)C#N)NCC=1SC=CC1 (6-{4-oxo-2-[(thiophen-2-ylmethyl)-amino]-4H-thiazol-5-ylidenemethyl}-[1,5]naphthyridine-3-carbonitrile). Yield: 21.2%. RXN SMILES: C(O[C:5]1[C:14]2[C:9](=[CH:10][CH:11]=[C:12]([CH:15]=[C:16]3[S:20][C:19]([NH:21][CH2:22][C:23]4[S:24][CH:25]=[CH:26][CH:27]=4)=[N:18][C:17]3=[O:28])[N:13]=2)[N:8]=[CH:7][C:6]=1[C:29]#[N:30])(C)C.C(O[Na])(C)=O.C(C1N=C2C(=CC=1)N=CC(C#N)=C2)=O>CC(O)=O>[O:28]=[C:17]1[C:16](=[CH:15][C:12]2[N:13]=[C:14]3[C:9](=[CH:10][CH:11]=2)[N:8]=[CH:7][C:6]([C:29]#[N:30])=[CH:5]3)[S:20][C:19]([NH:21][CH2:22][C:23]2[S:24][CH:25]=[CH:26][CH:27]=2)=[N:18]1. Procedure: To a mixture of 2-[(thiophen-2-ylmethyl)-amino]-thiazol-4-one one (34.0 mg, 0.16 mmol) (see Example 4), AcONa (160 mg, 1.95 mmol), and 6-formyl-[1,5]naphthyridine-3-carbonitrile (38.5 mg, 0.21 mmol) (prepared as described below) in a sealed tube was added AcOH (0.3 mL). The reaction mixture was heated to 100° C. (oil bath) for 4.5 hrs. The reaction mixture was then cooled to r.t. and triturated with water. The solid was collected by filtration and washed with water. The solid was then dissolved ... Starting materials: O=C(c1cncc(Br)c1)N1CCOCC1, COc1ccc(CN(Cc2ccc(OC)cc2)c2ncc(-c3nc(N4CCOCC4)nc4c3CCN4)cn2)cc1, COc1ccc(CN(Cc2ccc(OC)cc2)c2ncc(-c3nc(N4CCOCC4)nc4c3CCN4c3cncc(C(=O)N4CCOCC4)c3)cn2)cc1. The product is Nc1ncc(-c2nc(N3CCOCC3)nc3c2CCN3c2cncc(C(=O)N3CCOCC3)c2)cn1. As a reaction SMILES: [Br:41][c:42]1[cH:43][c:44]([C:45]([N:46]2[CH2:47][CH2:48][O:49][CH2:50][CH2:51]2)=[O:52])[cH:53][n:54][cH:55]1.[CH3:1][O:2][c:3]1[cH:4][cH:5][c:6]([CH2:7][N:8]([CH2:9][c:10]2[cH:11][cH:12][c:13]([O:14][CH3:15])[cH:16][cH:17]2)[c:18]2[n:19][cH:20][c:21](-[c:22]3[c:23]4[c:27]([n:28][c:29]([N:30]5[CH2:31][CH2:32][O:33][CH2:34][CH2:35]5)[n:36]3)[NH:26][CH2:25][CH2:24]4)[cH:37][n:38]2)[cH:39][cH:40]1.[CH3:56][O:57][c:58]1[cH:59][cH:60][c:61]([CH2:62][N:63]([c:64]2[n:65][cH:66][c:67](-[c:70]3[c:71]4[c:72]([n:73][c:74]([N:76]5[CH2:77][CH2:78][O:79][CH2:80][CH2:81]5)[n:75]3)[N:82]([c:85]3[cH:86][c:87]([C:91](=[O:92])[N:93]5[CH2:94][CH2:95][O:96][CH2:97][CH2:98]5)[cH:88][n:89][cH:90]3)[CH2:83][CH2:84]4)[cH:68][n:69]2)[CH2:99][c:100]2[cH:101][cH:102][c:103]([O:104][CH3:105])[cH:106][cH:107]2)[cH:108][cH:109]1>>[NH2:63][c:64]1[n:65][cH:66][c:67](-[c:70]2[c:71]3[c:72]([n:73][c:74]([N:76]4[CH2:77][CH2:78][O:79][CH2:80][CH2:81]4)[n:75]2)[N:82]([c:85]2[cH:86][c:87]([C:91](=[O:92])[N:93]4[CH2:94][CH2:95][O:96][CH2:97][CH2:98]4)[cH:88][n:89][cH:90]2)[CH2:83][CH2:84]3)[cH:68][n:69]1. The product is ClC1=C2C=C(N(C2=CC=C1C#N)CC=1OC(=NN1)C1=NC(=CC=C1)F)C(F)F (4-Chloro-2-(difluoromethyl)-1-{[5-(6-fluoro-2-pyridinyl)-1,3,4-oxadiazol-2-yl]methyl}-1H-indole-5-carbonitrile). Conditions: temperature 120 celsius, time 5 minute. Isolated yield 31.0%. Run in CC#N (MeCN). Reported procedure: To a solution of 6-fluoro-2-pyridinecarboxylic acid (0.006 g, 0.043 mmol) in MeCN (2 mL), under N2, was added EDCl (0.0085 g, 0.044 mmol). After 5 min, 2-[4-chloro-5-cyano-2-(difluoromethyl)-1H-indol-1-yl]acetohydrazide (0.012 g, 0.040 mmol) was added. After 1 h, additional 6-fluoro-2-pyridinecarboxylic acid (0.003 g, 0.02 mmol) and EDCl (0.0077 g, 0.040 mmol) were added. After another 15 min, additional 6-fluoro-2-pyridinecarboxylic acid (0.0014 g, 0.01 mmol) and EDCl (0.0046 g, 0.02 mmol) were... As a reaction SMILES: [F:1][C:2]1[N:7]=[C:6]([C:8]([OH:10])=O)[CH:5]=[CH:4][CH:3]=1.CCN=C=NCCCN(C)C.Cl.[Cl:23][C:24]1[C:32]([C:33]#[N:34])=[CH:31][CH:30]=[C:29]2[C:25]=1[CH:26]=[C:27]([CH:40]([F:42])[F:41])[N:28]2[CH2:35][C:36]([NH:38][NH2:39])=O.S(Cl)(C1C=CC(C)=CC=1)(=O)=O>CC#N>[Cl:23][C:24]1[C:32]([C:33]#[N:34])=[CH:31][CH:30]=[C:29]2[C:25]=1[CH:26]=[C:27]([CH:40]([F:41])[F:42])[N:28]2[CH2:35][C:36]1[O:10][C:8]([C:6]2[CH:5]=[CH:4][CH:3]=[C:2]([F:1])[N:7]=2)=[N:39][N:38]=1 |f:1.2|. Starting materials: S(=O)(=O)(C1=CC=C(C)C=C1)Cl (TsCl), P-BEMP, S(=O)(=O)(C1=CC=C(C)C=C1)Cl (TsCl), P-BEMP, FC1=CC=CC(=N1)C(=O)O (6-fluoro-2-pyridinecarboxylic acid), CCN=C=NCCCN(C)C.Cl (EDCl), FC1=CC=CC(=N1)C(=O)O (6-fluoro-2-pyridinecarboxylic acid), CCN=C=NCCCN(C)C.Cl (EDCl), ClC1=C2C=C(N(C2=CC=C1C#N)CC(=O)NN)C(F)F (2-[4-chloro-5-cyano-2-(difluoromethyl)-1H-indol-1-yl]acetohydrazide), FC1=CC=CC(=N1)C(=O)O (6-fluoro-2-pyridinecarboxylic acid), CCN=C=NCCCN(C)C.Cl (EDCl). The reactants are N1=CNC2=C1C=CC=C2 (benzimidazole), C([O-])([O-])=O.[K+].[K+] (potassium carbonate), ICCC (1-iodopropane). The solvent is CN(C=O)C (N,N-dimethylformamide). Yields the product C(CC)N1C=NC2=C1C=CC=C2 (1-Propyl-1H-benzimidazole). Yield: 55.3%. Reaction SMILES: [N:1]1[C:5]2[CH:6]=[CH:7][CH:8]=[CH:9][C:4]=2[NH:3][CH:2]=1.C(=O)([O-])[O-].[K+].[K+].I[CH2:17][CH2:18][CH3:19]>CN(C)C=O>[CH2:17]([N:1]1[C:5]2[CH:6]=[CH:7][CH:8]=[CH:9][C:4]=2[N:3]=[CH:2]1)[CH2:18][CH3:19] |f:1.2.3|. Procedure details: To a flask were added 2.0 g benzimidazole, 3.5 g potassium carbonate, 4.3 g 1-iodopropane and 20 ml N,N-dimethylformamide. The mixture was heated to 45 C under nitrogen for 16 hours and then quenched with 30 ml water and the product was extracted with ethyl acetate. Following removal of the solvent, the product was purified by silica gel chromatography using 66% ethyl acetate in hexane. The brown oil was again purified by silica gel chromatography using ethyl acetate, giving a slightly yellow oi... Reactants: BrC=1C=C(C=CC1)CC(=O)O (3-bromophenylacetic acid), Cl.CN(CCCN=C=NCC)C (N-(3-dimethylaminopropyl)-N′-ethylcarbodiimide hydrochloride). Reagents/catalysts: CN(C1=CC=NC=C1)C (4-dimethylamino pyridine). Solvent: CO (methanol). Conditions: time 16 hour. Product: COC(CC1=CC(=CC=C1)Br)=O ((3-Bromophenyl)-acetic Acid Methyl Ester). Reaction SMILES: [Br:1][C:2]1[CH:3]=[C:4]([CH2:8][C:9]([OH:11])=[O:10])[CH:5]=[CH:6][CH:7]=1.Cl.[CH3:13]N(C)CCCN=C=NCC>CN(C)C1C=CN=CC=1.CO>[CH3:13][O:10][C:9](=[O:11])[CH2:8][C:4]1[CH:5]=[CH:6][CH:7]=[C:2]([Br:1])[CH:3]=1 |f:1.2|. Reported procedure: A solution of 3-bromophenylacetic acid (2.0 g, 9.3 mmol) and 4-dimethylamino pyridine (1.1 g, 9.3 mmol) in methanol (20 mL) was treated with N-(3-dimethylaminopropyl)-N′-ethylcarbodiimide hydrochloride (EDAC) (2.1 g, 11 mmol). Reaction stirred for 16 hours at room temperature. The reaction mixture was concentrated under reduced pressure. The residue was taken up in ethyl acetate and washed with water, saturated sodium bicarbonate, 1N phosphoric acid, and brine before drying over Na2SO4, filterin... The reactants are [Na] (sodium), Cl (HCl), OC1=CC=C(C=O)C=C1 (4-hydroxybenzaldehyde), ClCC1=NC2=CC=CC=C2C=C1 (2-chloromethylquinoline). Run in C(C)O (ethanol), C(C)O (ethanol), C(C)O (ethanol). The product is N1=C(C=CC2=CC=CC=C12)COC1=CC=C(C=O)C=C1 (4-[(2-quinolinyl)-methoxy]-benzaldehyde). Yield: 91.4%. Reaction SMILES: [Na].[OH:2][C:3]1[CH:10]=[CH:9][C:6]([CH:7]=[O:8])=[CH:5][CH:4]=1.Cl[CH2:12][C:13]1[CH:22]=[CH:21][C:20]2[C:15](=[CH:16][CH:17]=[CH:18][CH:19]=2)[N:14]=1.Cl>C(O)C>[N:14]1[C:15]2[C:20](=[CH:19][CH:18]=[CH:17][CH:16]=2)[CH:21]=[CH:22][C:13]=1[CH2:12][O:2][C:3]1[CH:10]=[CH:9][C:6]([CH:7]=[O:8])=[CH:5][CH:4]=1 |^1:0|. Procedure details: To a solution of sodium metal (0.9 g, 39.13 g.a.) in absolute ethanol (50 mL) is added dropwise under nitrogen a solution of 4-hydroxybenzaldehyde (5 g, 40.94 mmole) in absolute ethanol (50 mL). The mixture is gently refluxed for 1 hour and then treated dropwise with a solution of 2-chloromethylquinoline (free base, 7.24 g, 40.76 mmole), freshly prepared from the HCl salt) in ethanol (50 mL). The mixture is refluxed for 24 hours, the solvent is evaporated and the residue is partitioned between w... Starting materials: C(C(=O)Cl)(=O)Cl (Oxalyl chloride), [Si](C)(C)(C(C)(C)C)O[C@@H](C(=O)O[Si](C)(C)C(C)(C)C)CC (tert-Butyl(dimethyl)silyl(2R)-2-{[tert-butyl(dimethyl)silyl]oxy}butanoate), N1=CC=CC=C1 (pyridine), NC1=NC=C(C=C1)C (2-amino-5-picoline). The reagents and catalysts are CN(C)C=O (DMF). The solvent is C(Cl)Cl (DCM), O (Water). Reaction conditions: time 1 hour. Product: [Si](C)(C)(C(C)(C)C)O[C@@H](C(=O)NC1=NC=C(C=C1)C)CC ((2R)-2-{[tert-Butyl(dimethyl)silyl]oxy}-N-(5-methylpyridin-2-yl)butanamide). Isolated yield 74.6%. Reaction SMILES: C(Cl)(=O)C(Cl)=O.[Si:7]([O:14][C@H:15]([CH2:26][CH3:27])[C:16]([O:18][Si](C(C)(C)C)(C)C)=O)([C:10]([CH3:13])([CH3:12])[CH3:11])([CH3:9])[CH3:8].N1C=CC=CC=1.[NH2:34][C:35]1[CH:40]=[CH:39][C:38]([CH3:41])=[CH:37][N:36]=1>C(Cl)Cl.CN(C=O)C.O>[Si:7]([O:14][C@H:15]([CH2:26][CH3:27])[C:16]([NH:34][C:35]1[CH:40]=[CH:39][C:38]([CH3:41])=[CH:37][N:36]=1)=[O:18])([C:10]([CH3:11])([CH3:12])[CH3:13])([CH3:8])[CH3:9]. Reported procedure: Oxalyl chloride (1.32 g, 10.43 mmol was added slowly to a stirred solution of tert-butyl(dimethyl)silyl (2R)-2-{[tert-butyl(dimethyl)silyl]oxy}butanoate (Step 1) (2.77 g, 8.69 mmol) in DCM (10 mL) and DMF (three drops). After 1 h at ambient temperature, gas evolution had subsided and the reaction mixture was concentrated in vacuo to remove excess oxalyl chloride. The residue was dissolved in DCM (10 mL) and pyridine (0.89 g, 11.30 mmol) and 2-amino-5-picoline (1.03 g, 9.56 mmol) were added. The ...